This data is from the Open Reaction Database (ORD), a public repository of structured organic reaction records. The task is: describe an organic reaction: reactants, conditions, products, and yield Reactants: CCN=C=NCCCN(C)C, CCOC(C)=O, Cl, Nc1cc(-c2ccc(Cl)cc2)[nH]n1, O=C(O)Cc1ccccc1, c1ccncc1. Product: O=C(Cc1ccccc1)Nc1cc(-c2ccc(Cl)cc2)[nH]n1. As a reaction SMILES: [CH3:25][N:26]([CH3:27])[CH2:28][CH2:29][CH2:30][N:31]=[C:32]=[N:33][CH2:34][CH3:35].[CH3:42][CH2:43][O:44][C:45](=[O:46])[CH3:47].[ClH:24].[NH2:1][c:2]1[n:3][nH:4][c:5](-[c:7]2[cH:8][cH:9][c:10]([Cl:13])[cH:11][cH:12]2)[cH:6]1.[OH:14][C:15](=[O:16])[CH2:17][c:18]1[cH:19][cH:20][cH:21][cH:22][cH:23]1.[cH:36]1[cH:37][cH:38][n:39][cH:40][cH:41]1>>[NH:1]([c:2]1[n:3][nH:4][c:5](-[c:7]2[cH:8][cH:9][c:10]([Cl:13])[cH:11][cH:12]2)[cH:6]1)[C:15](=[O:14])[CH2:17][c:18]1[cH:19][cH:20][cH:21][cH:22][cH:23]1. Starting materials: C1CCOC1, COc1ccc2c(c1)CCC1(C)C2=CCC2(C)C(O)CCC12, CO, [Pd]. Product: COc1ccc2c(c1)CCC1(C)C2CCC2(C)C(O)CCC21. RXN SMILES: [CH2:23]1[O:24][CH2:25][CH2:26][CH2:27]1.[CH3:1][O:2][c:3]1[cH:4][c:5]2[c:18]([cH:19][cH:20]1)[C:17]1=[CH:16][CH2:15][C:13]3([CH3:14])[CH:9]([C:8]1([CH3:22])[CH2:7][CH2:6]2)[CH2:10][CH2:11][CH:12]3[OH:21].[CH3:29][OH:30].[Pd:28]>>[CH3:1][O:2][c:3]1[cH:4][c:5]2[c:18]([cH:19][cH:20]1)[CH:17]1[C:8]([CH3:22])([CH2:7][CH2:6]2)[CH:9]2[CH2:10][CH2:11][CH:12]([OH:21])[C:13]2([CH3:14])[CH2:15][CH2:16]1. The reactants are O=C([O-])O, COc1cccc(C=Cc2nc3c(s2)NCCC3)c1OC, CS(=O)(=O)Cl, [Na+], c1ccncc1. Yields the product COc1cccc(C=Cc2nc3c(s2)N(S(C)(=O)=O)CCC3)c1OC. Reaction SMILES: [C:27](=[O:28])([OH:29])[O-:30].[CH3:1][O:2][c:3]1[c:4]([CH:5]=[CH:6][c:7]2[s:8][c:9]3[c:14]([n:15]2)[CH2:13][CH2:12][CH2:11][NH:10]3)[cH:16][cH:17][cH:18][c:19]1[O:20][CH3:21].[CH3:22][S:23]([Cl:24])(=[O:25])=[O:26].[Na+:31].[cH:32]1[cH:33][cH:34][n:35][cH:36][cH:37]1>>[CH3:1][O:2][c:3]1[c:4]([CH:5]=[CH:6][c:7]2[s:8][c:9]3[c:14]([n:15]2)[CH2:13][CH2:12][CH2:11][N:10]3[S:23]([CH3:22])(=[O:25])=[O:26])[cH:16][cH:17][cH:18][c:19]1[O:20][CH3:21].